From a dataset of the Open Reaction Database (ORD), a public repository of structured organic reaction records. describe an organic reaction: reactants, conditions, products, and yield Reactants: N(O)CCC1=C(/C(/C2=CC=C(C=C12)F)=C/C1=CC=C(C=C1)SC)C ((Z)-3-(2-hydroxaminoethyl)-5-fluoro-2-methyl-1-(4-methylthiobenzylidene)-indene), CN=C=O (methyl isocyanate). The solvent is C1CCOC1 (THF). Run at time 1 hour. Product: FC=1C=C2C(=C(/C(/C2=CC1)=C/C1=CC=C(C=C1)SC)C)CCN(C(=O)NC)O ((Z)-N-{2-[5-Fluoro-2-methyl-1-(4-methylthiobenzylidene)inden-3-yl]ethyl}-N-hydroxy-N′-methylurea). RXN SMILES: [NH:1]([CH2:3][CH2:4][C:5]1[C:13]2[C:8](=[CH:9][CH:10]=[C:11]([F:14])[CH:12]=2)/[C:7](=[CH:15]\[C:16]2[CH:21]=[CH:20][C:19]([S:22][CH3:23])=[CH:18][CH:17]=2)/[C:6]=1[CH3:24])[OH:2].[CH3:25][N:26]=[C:27]=[O:28]>C1COCC1>[F:14][C:11]1[CH:12]=[C:13]2[C:8](=[CH:9][CH:10]=1)/[C:7](=[CH:15]\[C:16]1[CH:21]=[CH:20][C:19]([S:22][CH3:23])=[CH:18][CH:17]=1)/[C:6]([CH3:24])=[C:5]2[CH2:4][CH2:3][N:1]([OH:2])[C:27]([NH:26][CH3:25])=[O:28]. Reported procedure: To a solution of (Z)-3-(2-hydroxaminoethyl)-5-fluoro-2-methyl-1-(4-methylthiobenzylidene)-indene from Example 3, Method A, Step 4 (34 mg, 0.1 mmol) in THF (0.5 mL), there was added methyl isocyanate (11.4 mg, 0.2 mmol) and the mixture stirred at room temperature for 1 hour. The solvent was evaporated and the residue triturated with hexane and filtered to afford the title product as a yellow-orange solid, mp: dec 138° C. Reactants: C(C1=CC=CC=C1)(=O)OC (methyl benzoate), NCCCCC(C)O (6-aminohexan-2-ol), Zn4(OCOCF3)6O. The solvent is C1(=CC=CC=C1)C (toluene). The product is C(C1=CC=CC=C1)(=O)OC(C)CCCCN (6-amino-2-hexyl benzoate). Isolated yield 66.0%. As a reaction SMILES: [C:1](OC)(=[O:8])[C:2]1[CH:7]=[CH:6][CH:5]=[CH:4][CH:3]=1.[NH2:11][CH2:12][CH2:13][CH2:14][CH2:15][CH:16]([OH:18])[CH3:17]>C1(C)C=CC=CC=1>[C:1]([O:18][CH:16]([CH2:15][CH2:14][CH2:13][CH2:12][NH2:11])[CH3:17])(=[O:8])[C:2]1[CH:7]=[CH:6][CH:5]=[CH:4][CH:3]=1. Procedure: In an argon atmosphere, a mixture of methyl benzoate (1.0 mmol), 6-aminohexan-2-ol (1.2 mmol), Zn4(OCOCF3)6O (1.25 mol % in terms of mole number) and toluene (1.7 ml) was heated to reflux for 46 hours, and as a result, 6-amino-2-hexyl benzoate was obtained at a yield of 66%. The yield of 6-benzoylamino-2-hexyl benzoate was 21%. Reactants: NC1C(OC(C1)OC)(CO)C (3-aminotetrahydro-5-methoxy-methyl-2-furanmethanol), CO (methanol), 3A. The solvent is C(C)N(CC)CC (triethylamine). Reaction conditions: time 1 hour. Yields the product crude product, N[C@H]1CC(OC)O[C@H]([C@@H]1O)C (methyl 3-amino- 2,3,6-trideoxy-L-arabinohexopyranoside). As a reaction SMILES: [NH2:1][CH:2]1[CH2:6][CH:5]([O:7][CH3:8])[O:4][C:3]1([CH3:11])[CH2:9][OH:10].CO>C(N(CC)CC)C>[NH2:1][C@@H:2]1[C@@H:9]([OH:10])[C@H:3]([CH3:11])[O:4][CH:5]([O:7][CH3:8])[CH2:6]1. Procedure: A mixture of 4.524 g (0.028 mole) [2β,2S*,3β)]-3-aminotetrahydro-5-methoxy-methyl-2-furanmethanol, 250 ml methanol, 2.57 g Amberlite CG 120 200-400 mesh (H+ form) and 1.5 g 3A molecular sieves was stirred for 20 hr. then 10 ml triethylamine was added. After 1 hour, the mixture was filtered through diatomaceous earth and filtrate evaporated in vacuo. The reaction was not complete (nmr) so the crude material was stirred with 250 ml methanol and 5.14 g Amberlite CG 120 200-400 mesh (H+ form) for 65... Reactants: C(C)OCC (diethyl ether), C1(=CC=CC=C1)OC (anisole), FC(C(=O)O)(F)F (trifluoroacetic acid), C(C)(C)(C)OC(=O)N[C@@H]1CC[C@H](CC1)N1C=C(C(C2=CC=C(C=C12)C#CC1=C(C(=CC(=C1)CC=1C(=NC(=NC1)N)N)OC)OC)=O)C(=O)OCC (ethyl 1-(trans-4-tert-butoxycarbonylamino-cyclohexyl)-7-[5-(2,4-diamino-pyrimidin-5-ylmethyl)-2,3-dimethoxy-phenylethynyl]-4-oxo-1,4-dihydro-quinoline-3-carboxylate). Run in C(Cl)Cl (methylene chloride). Conditions: time 4 hour. Product: N[C@@H]1CC[C@H](CC1)N1C=C(C(C2=CC=C(C=C12)C#CC1=C(C(=CC(=C1)CC=1C(=NC(=NC1)N)N)OC)OC)=O)C(=O)OCC (ethyl 1-(trans-4-amino-cyclohexyl)-7-[5-(2,4-diamino-pyrimidin-5-ylmethyl)-2,3-dimethoxy-phenylethynyl]-4-oxo-1,4-dihydro-quinoline-3-carboxylate). Yield: 109.7%. RXN SMILES: C(OC([NH:8][C@H:9]1[CH2:14][CH2:13][C@H:12]([N:15]2[C:24]3[C:19](=[CH:20][CH:21]=[C:22]([C:25]#[C:26][C:27]4[CH:32]=[C:31]([CH2:33][C:34]5[C:35]([NH2:41])=[N:36][C:37]([NH2:40])=[N:38][CH:39]=5)[CH:30]=[C:29]([O:42][CH3:43])[C:28]=4[O:44][CH3:45])[CH:23]=3)[C:18](=[O:46])[C:17]([C:47]([O:49][CH2:50][CH3:51])=[O:48])=[CH:16]2)[CH2:11][CH2:10]1)=O)(C)(C)C.C1(OC)C=CC=CC=1.FC(F)(F)C(O)=O.C(OCC)C>C(Cl)Cl>[NH2:8][C@H:9]1[CH2:10][CH2:11][C@H:12]([N:15]2[C:24]3[C:19](=[CH:20][CH:21]=[C:22]([C:25]#[C:26][C:27]4[CH:32]=[C:31]([CH2:33][C:34]5[C:35]([NH2:41])=[N:36][C:37]([NH2:40])=[N:38][CH:39]=5)[CH:30]=[C:29]([O:42][CH3:43])[C:28]=4[O:44][CH3:45])[CH:23]=3)[C:18](=[O:46])[C:17]([C:47]([O:49][CH2:50][CH3:51])=[O:48])=[CH:16]2)[CH2:13][CH2:14]1. Procedure: 16ad) A suspension of 0.415 g of ethyl 1-(trans-4-tert-butoxycarbonylamino-cyclohexyl)-7-[5-(2,4-diamino-pyrimidin-5-ylmethyl)-2,3-dimethoxy-phenylethynyl]-4-oxo-1,4-dihydro-quinoline-3-carboxylate (Example 12t)) in 4 ml of methylene chloride and 0.4 ml of anisole is treated at 0° C. under argon with 1.9 ml of trifluoroacetic acid. The reaction mixture is warmed to room temperature and is stirred at room temperature for 4 hrs. After cooling with ice the reaction mixture is treated with 10 ml of ... Starting materials: CCCCCC, COc1ccc(CC(=O)Nc2c(C)c(C)c3c(c2C)C(c2ccc(C(C)C)cc2)C(C)(C)O3)cc1. Product: COc1ccc(CCNc2c(C)c(C)c3c(c2C)C(c2ccc(C(C)C)cc2)C(C)(C)O3)cc1. Reaction SMILES: [CH3:36][CH2:37][CH2:38][CH2:39][CH2:40][CH3:41].[CH:1]([CH3:2])([CH3:3])[c:4]1[cH:5][cH:6][c:7]([CH:10]2[C:11]([CH3:34])([CH3:35])[O:12][c:13]3[c:14]2[c:15]([CH3:33])[c:16]([NH:21][C:22]([CH2:23][c:24]2[cH:25][cH:26][c:27]([O:30][CH3:31])[cH:28][cH:29]2)=[O:32])[c:17]([CH3:20])[c:18]3[CH3:19])[cH:8][cH:9]1>>[CH:1]([CH3:2])([CH3:3])[c:4]1[cH:5][cH:6][c:7]([CH:10]2[C:11]([CH3:34])([CH3:35])[O:12][c:13]3[c:14]2[c:15]([CH3:33])[c:16]([NH:21][CH2:22][CH2:23][c:24]2[cH:25][cH:26][c:27]([O:30][CH3:31])[cH:28][cH:29]2)[c:17]([CH3:20])[c:18]3[CH3:19])[cH:8][cH:9]1. The reactants are CCOP(OCC)OCC, CC(C)c1ncc([N+](=O)[O-])n1C, Cc1ccccc1, CN(C)C=O, Cl, [Na], O. Product: Cn1c([N+](=O)[O-])cnc1C(C)(C)O. As a reaction SMILES: [CH2:2]([O:4][P:3]([O:5][CH2:6][CH3:7])[O:8][CH2:9][CH3:10])[CH3:11].[CH3:12][n:13]1[c:14]([CH:21]([CH3:22])[CH3:23])[n:15][cH:16][c:17]1[N+:18](=[O:19])[O-:20].[CH3:26][c:27]1[cH:28][cH:29][cH:30][cH:31][cH:32]1.[CH3:33][N:34]([CH3:35])[CH:36]=[O:37].[ClH:25].[Na:1].[O:24]>>[OH:4][C:21]([c:14]1[n:13]([CH3:12])[c:17]([N+:18](=[O:19])[O-:20])[cH:16][n:15]1)([CH3:22])[CH3:23]. Product: C1(CCCCC1)C=1C=2C=CC(=CC2N2CC3(COC4=C(C21)C=CC=C4)CN(C3)C(C)C)C(=O)O (14′-cyclohexyl-1-isopropylspiro[azetidine-3,7′-indolo[1,2-e][1,5]benzoxazocine]-11′-carboxylic acid). Run in CCOC(=O)C (EtOAc), CO.C1CCOC1 (MeOH THF), CC#N (MeCN). Yield: 4.0%. Procedure details: A catalytic amount of para-toluenesulfonic acid monohydrate was added to a suspension of methyl 14′-cyclohexyl-2,2-dimethylspiro[1,3-dioxane-5,7′-indolo[1,2e][1,5]benzoxazocine]-11′-carboxylate in MeOH/THF 1:2 (0.03 M), and the solution was stirred for 3 h at RT. Filtration over a pad of neutral alumina with EtOAc afforded after evaporation of the solvent in vacuo, methyl 14-cyclohexyl-7,7-bis(hydroxymethyl)-7,8-dihydro-6H-indolo[1,2-e][1,5]benzoxazocine-11-carboxylate (quant). Triflic anhydride... RXN SMILES: O.C1(C)C=CC(S(O)(=O)=O)=CC=1.S(OS(C(F)(F)F)(=O)=O)(C(F)(F)F)(=O)=O.[CH:28]1([C:34]2[C:35]3[CH:36]=[CH:37][C:38]([C:57]([O:59]C)=[O:58])=[CH:39][C:40]=3[N:41]3[C:48]=2[C:47]2[CH:49]=[CH:50][CH:51]=[CH:52][C:46]=2[O:45][CH2:44][C:43]([CH2:55]O)([CH2:53]O)[CH2:42]3)[CH2:33][CH2:32][CH2:31][CH2:30][CH2:29]1.CC[N:63](C(C)C)[CH:64]([CH3:66])[CH3:65].C(N)(C)C>CO.C1COCC1.CC#N.CCOC(C)=O>[CH:28]1([C:34]2[C:35]3[CH:36]=[CH:37][C:38]([C:57]([OH:59])=[O:58])=[CH:39][C:40]=3[N:41]3[C:48]=2[C:47]2[CH:49]=[CH:50][CH:51]=[CH:52][C:46]=2[O:45][CH2:44][C:43]2([CH2:53][N:63]([CH:64]([CH3:66])[CH3:65])[CH2:55]2)[CH2:42]3)[CH2:29][CH2:30][CH2:31][CH2:32][CH2:33]1 |f:0.1,6.7|. Reactants: C(C)(C)N (iPrNH2), O.C1(=CC=C(C=C1)S(=O)(=O)O)C (para-toluenesulfonic acid monohydrate), methyl 14′-cyclohexyl-2,2-dimethylspiro[1,3-dioxane-5,7′-indolo[1,2e][1,5]benzoxazocine]-11′-carboxylate, S(=O)(=O)(C(F)(F)F)OS(=O)(=O)C(F)(F)F (Triflic anhydride), C1(CCCCC1)C=1C=2C=CC(=CC2N2CC(COC3=C(C21)C=CC=C3)(CO)CO)C(=O)OC (methyl 14-cyclohexyl-7,7-bis(hydroxymethyl)-7,8-dihydro-6H-indolo[1,2-e][1,5]benzoxazocine-11-carboxylate), CCN(C(C)C)C(C)C (DIPEA), CCN(C(C)C)C(C)C (DIPEA). Conditions: time 3 hour.